The task is: describe an organic reaction: reactants, conditions, products, and yield. This data is from the Open Reaction Database (ORD), a public repository of structured organic reaction records. Starting materials: CC(C)(C)C(=O)Cl, Cc1ccccc1, Nc1nc[nH]n1. Product: CC(C)(C)C(=O)Nc1nc[nH]n1. RXN SMILES: [C:7]([C:8]([CH3:9])([CH3:10])[CH3:11])(=[O:12])[Cl:13].[CH3:14][c:15]1[cH:16][cH:17][cH:18][cH:19][cH:20]1.[NH2:1][c:2]1[n:3][cH:4][nH:5][n:6]1>>[NH:1]([c:2]1[n:3][cH:4][nH:5][n:6]1)[C:7]([C:8]([CH3:9])([CH3:10])[CH3:11])=[O:12].